This data is from the Open Reaction Database (ORD), a public repository of structured organic reaction records. The task is: describe an organic reaction: reactants, conditions, products, and yield Reactants: C(=O)(Cl)Cl (phosgene), Cl.C(C)OC1=C(C2=CC=CC=C2C=C1)C(C(OCC)=N)O (ethyl 1-(2ethoxy-1-naphthyl)-1-hydroxymethanecarboximidate hydrochloride), O1CCCC1 (tetrahydrofuran). Solvent: C1(=CC=CC=C1)C (toluene). The product is C(C)OC1=C(C2=CC=CC=C2C=C1)C1C(NC(O1)=O)=O (5-(2-Ethoxy-1-naphthyl)oxazolidine-2,4-dione). Reaction SMILES: [C:1](Cl)(Cl)=[O:2].Cl.[CH2:6]([O:8][C:9]1[CH:18]=[CH:17][C:16]2[C:11](=[CH:12][CH:13]=[CH:14][CH:15]=2)[C:10]=1[CH:19]([OH:25])[C:20](=[NH:24])[O:21]CC)[CH3:7].O1CCCC1>C1(C)C=CC=CC=1>[CH2:6]([O:8][C:9]1[CH:18]=[CH:17][C:16]2[C:11](=[CH:12][CH:13]=[CH:14][CH:15]=2)[C:10]=1[CH:19]1[O:25][C:1](=[O:2])[NH:21][C:20]1=[O:24])[CH3:7] |f:1.2|. Reported procedure: By the procedure of Example 3, using a reaction time of 64 hours at room temperature following the cold phosgene perfusion, ethyl 1-(2ethoxy-1-naphthyl)-1-hydroxymethanecarboximidate hydrochloride (5.0 g., 16.1 mmoles) in 200 ml. of tetrahydrofuran was converted to toluene recrystallized 5-(2-ethoxy-1-naphthyl)oxazolidine-2,4-dione (0.57 g., m.p. 221°-224° C., m/e 271).